From a dataset of the Open Reaction Database (ORD), a public repository of structured organic reaction records. describe an organic reaction: reactants, conditions, products, and yield Reaction SMILES: [NH2:1][C:2]1[CH:10]=[CH:9][C:5]([C:6]([OH:8])=[O:7])=[CH:4][CH:3]=1.[OH-].[Na+].C([O-])([O-])=O.[Na+].[Na+].[C:19]1([C:33]2[CH:38]=[CH:37][CH:36]=[CH:35][CH:34]=2)[CH:24]=[CH:23][C:22]([S:25]([O:28][CH2:29][C:30](Cl)=[O:31])(=[O:27])=[O:26])=[CH:21][CH:20]=1>O.C1COCC1.C(OCC)C>[C:19]1([C:33]2[CH:34]=[CH:35][CH:36]=[CH:37][CH:38]=2)[CH:24]=[CH:23][C:22]([S:25]([O:28][CH2:29][C:30]([NH:1][C:2]2[CH:10]=[CH:9][C:5]([C:6]([OH:8])=[O:7])=[CH:4][CH:3]=2)=[O:31])(=[O:26])=[O:27])=[CH:21][CH:20]=1 |f:1.2,3.4.5|. Reactants: C1(=CC=C(C=C1)S(=O)(=O)OCC(=O)Cl)C1=CC=CC=C1 (2-Chloro-2-oxoethyl biphenyl-4-sulfonate), NC1=CC=C(C(=O)O)C=C1 (p-aminobenzoic acid), [OH-].[Na+] (NaOH), C(=O)([O-])[O-].[Na+].[Na+] (Na2CO3). Conditions: time 10 minute. Solvent: C1CCOC1 (THF), C(C)OCC (diethyl ether), O (water). Procedure details: A mixture of p-aminobenzoic acid (43 mg, 0.31 mmol) and NaOH (12.5 mg, 0.31 mmol) in water (3 ml) was stirred at room temperature for 10 min until all of the solid material had dissolved. Na2CO3 (27 mg, 0.258 mmol) was then added and the mixture cooled to 0° C. A suspension of sulfonyl chloride 18 (106 mg, 0.341 mmol) in THF (1 ml) was injected rapidly and the resulting solution allowed to warm to room temperature and stirred for 2 h. Then reaction mixture was poured into a separating funnel con... Yields the product C1(=CC=C(C=C1)S(=O)(=O)OCC(=O)NC1=CC=C(C(=O)O)C=C1)C1=CC=CC=C1 (4-(2-(Biphenyl-4-ylsulfonyloxy)acetamido)benzoic acid). The reactants are Compound 4, ClC1=C(C=C(C(=C1)C)O)N1N=C(N(C1=O)C(F)F)C (1-(2-chloro-4-methyl-5-hydroxyphenyl)-4-difluoromethyl-4,5-dihydro-3-methyl-1,2,4-triazol-5(1H)-one), [H-].[Na+] (sodium hydride), BrC(C(=O)OC)C (methyl 2-bromopropionate). The solvent is CN(C=O)C (N,N-dimethylformamide). The product is ClC1=CC(=C(OC(C(=O)OC)C)C=C1N1N=C(N(C1=O)C(F)F)C)C (methyl 2-[4-chloro-5-(4-difluoromethyl-4,5-dihydro-3-methyl-5-oxo-1H-1,2,4-triazol-1-yl)-2-methylphenoxy]propionate). Yield: 98.5%. RXN SMILES: [Cl:1][C:2]1[CH:7]=[C:6]([CH3:8])[C:5]([OH:9])=[CH:4][C:3]=1[N:10]1[C:14](=[O:15])[N:13]([CH:16]([F:18])[F:17])[C:12]([CH3:19])=[N:11]1.[H-].[Na+].Br[CH:23]([CH3:28])[C:24]([O:26][CH3:27])=[O:25]>CN(C)C=O>[Cl:1][C:2]1[C:3]([N:10]2[C:14](=[O:15])[N:13]([CH:16]([F:18])[F:17])[C:12]([CH3:19])=[N:11]2)=[CH:4][C:5]([O:9][CH:23]([CH3:28])[C:24]([O:26][CH3:27])=[O:25])=[C:6]([CH3:8])[CH:7]=1 |f:1.2|. Procedure details: In a manner similar to Example 2, Step G, the reaction of 3.0 g (0.01 mole) of 1-(2-chloro-4-methyl-5-hydroxyphenyl)-4-difluoromethyl-4,5-dihydro-3-methyl-1,2,4-triazol-5(1H)-one, 0.25 g (0.01 mole) of sodium hydride and 1.75 g (0.01 mole) of methyl 2-bromopropionate in 100 mL of N,N-dimethylformamide produced 3.7 g of methyl 2-[4-chloro-5-(4-difluoromethyl-4,5-dihydro-3-methyl-5-oxo-1H-1,2,4-triazol-1-yl)-2-methylphenoxy]propionate as an oil, Compound 4. Starting materials: Brc1cccc(OCCN2CCCC2)c1, O=C([O-])[O-], O=C(C=Cc1ccccc1)C=Cc1ccccc1, O=C(C=Cc1ccccc1)C=Cc1ccccc1, O=C(C=Cc1ccccc1)C=Cc1ccccc1, COc1ccc(Cl)c(-c2cc(C)c3nc(N)nnc3c2)c1, [Cs+], [Cs+], [Pd], [Pd], CC1(C)c2cccc(P(c3ccccc3)c3ccccc3)c2Oc2c(P(c3ccccc3)c3ccccc3)cccc21. The product is COc1ccc(Cl)c(-c2cc(C)c3nc(Nc4cccc(OCCN5CCCC5)c4)nnc3c2)c1. Reaction SMILES: [Br:22][c:23]1[cH:24][c:25]([O:26][CH2:27][CH2:28][N:29]2[CH2:30][CH2:31][CH2:32][CH2:33]2)[cH:34][cH:35][cH:36]1.[C:37](=[O:38])([O-:39])[O-:40].[CH:105](=[CH:106][C:107]([CH:108]=[CH:109][c:110]1[cH:111][cH:112][cH:113][cH:114][cH:115]1)=[O:116])[c:117]1[cH:118][cH:119][cH:120][cH:121][cH:122]1.[CH:123](=[CH:124][C:125]([CH:126]=[CH:127][c:128]1[cH:129][cH:130][cH:131][cH:132][cH:133]1)=[O:134])[c:135]1[cH:136][cH:137][cH:138][cH:139][cH:140]1.[CH:87](=[CH:88][C:89]([CH:90]=[CH:91][c:92]1[cH:93][cH:94][cH:95][cH:96][cH:97]1)=[O:98])[c:99]1[cH:100][cH:101][cH:102][cH:103][cH:104]1.[Cl:1][c:2]1[c:3](-[c:10]2[cH:11][c:12]3[c:13]([n:14][c:15]([NH2:18])[n:16][n:17]3)[c:19]([CH3:21])[cH:20]2)[cH:4][c:5]([O:8][CH3:9])[cH:6][cH:7]1.[Cs+:41].[Cs+:42].[Pd:85].[Pd:86].[c:43]1([P:44]([c:45]2[cH:46][cH:47][cH:48][cH:49][cH:50]2)[c:51]2[c:52]3[c:76]([cH:77][cH:78][cH:79]2)[C:73]([CH3:74])([CH3:75])[c:55]2[c:54]([c:59]([P:60]([c:61]4[cH:62][cH:63][cH:64][cH:65][cH:66]4)[c:67]4[cH:68][cH:69][cH:70][cH:71][cH:72]4)[cH:58][cH:57][cH:56]2)[O:53]3)[cH:80][cH:81][cH:82][cH:83][cH:84]1>>[Cl:1][c:2]1[c:3](-[c:10]2[cH:11][c:12]3[c:13]([n:14][c:15]([NH:18][c:23]4[cH:24][c:25]([O:26][CH2:27][CH2:28][N:29]5[CH2:30][CH2:31][CH2:32][CH2:33]5)[cH:34][cH:35][cH:36]4)[n:16][n:17]3)[c:19]([CH3:21])[cH:20]2)[cH:4][c:5]([O:8][CH3:9])[cH:6][cH:7]1. Reactants: S(=O)(Cl)Cl (thionylchloride), ClC1=CC(=C(OC2=C(C=CC=C2)CCO)C=C1)OCCNC (2-[4-chloro-2-[2-(methylamino)ethoxy]phenoxy]benzeneethanol). Run in C1(=CC=CC=C1)C (toluene), C1(=CC=CC=C1)C (toluene). Conditions: time 30 minute. Product: ClC=1C=CC(=C(OCCNC)C1)OC1=C(C=CC=C1)CCCl (2-[5-chloro-2-[(2-chloroethyl)phenoxy]phenoxy]-N-methyl-ethylamine). Isolated yield 61.0%. As a reaction SMILES: S(Cl)([Cl:3])=O.[Cl:5][C:6]1[CH:21]=[CH:20][C:9]([O:10][C:11]2[CH:16]=[CH:15][CH:14]=[CH:13][C:12]=2[CH2:17][CH2:18]O)=[C:8]([O:22][CH2:23][CH2:24][NH:25][CH3:26])[CH:7]=1>C1(C)C=CC=CC=1>[Cl:5][C:6]1[CH:21]=[CH:20][C:9]([O:10][C:11]2[CH:16]=[CH:15][CH:14]=[CH:13][C:12]=2[CH2:17][CH2:18][Cl:3])=[C:8]([CH:7]=1)[O:22][CH2:23][CH2:24][NH:25][CH3:26]. Procedure: A solution of 15 ml of thionylchloride in 200 ml of toluene was added at room temperature to a solution of 20.1 g of 2-[4-chloro-2-[2-(methylamino)ethoxy]phenoxy]benzeneethanol in 400 ml of dry toluene. After 30 min of stirring the mixture was concentrated, dissolved in water and washed with diethyl ether. The aqueous layer was basified with 2N sodium hydroxide and extracted with diethyl ether. The ethereal layer was dried over sodium sulphate, concentrated in vacuo and purified by silica chroma... The reactants are O (water), ClC1=CC=C(C=C1)C1(OC1)C(CC1=CC=C(C=C1)Cl)(C)C (2-(4-chlorophenyl)-2-(4-chlorophenyl-tert.-butyl)-oxirane), N1C=NC=C1.[Na] (sodium imidazole). Run in C(CC)O (n-propanol), C(CC)O (n-propanol). Product: ClC1=CC=C(C=C1)C(CN1C=NC=C1)(C(CC1=CC=C(C=C1)Cl)(C)C)O (2,4-bis-(4-chlorophenyl)-3,3-dimethyl-1-(imidazol-1-yl)-2-butanol). Yield: 30.2%. As a reaction SMILES: [Cl:1][C:2]1[CH:7]=[CH:6][C:5]([C:8]2([C:11]([CH3:21])([CH3:20])[CH2:12][C:13]3[CH:18]=[CH:17][C:16]([Cl:19])=[CH:15][CH:14]=3)[CH2:10][O:9]2)=[CH:4][CH:3]=1.[NH:22]1[CH:26]=[CH:25][N:24]=[CH:23]1.[Na].O>C(O)CC>[Cl:1][C:2]1[CH:7]=[CH:6][C:5]([C:8]([OH:9])([C:11]([CH3:21])([CH3:20])[CH2:12][C:13]2[CH:18]=[CH:17][C:16]([Cl:19])=[CH:15][CH:14]=2)[CH2:10][N:22]2[CH:26]=[CH:25][N:24]=[CH:23]2)=[CH:4][CH:3]=1 |f:1.2,^1:26|. Procedure: 30 g (0.935 mol) of 2-(4-chlorophenyl)-2-(4-chlorophenyl-tert.-butyl)-oxirane in 40 ml of n-propanol are added dropwise to a solution of 7.7 g (0.108 mol) of sodium imidazole in 60 ml of n-propanol at the reflux temperature. The reaction mixture is subsequently stirred under reflux for 48 hours and cooled, water is added and the mixture is extracted with methylene chloride. The organic phase is dried over sodium sulphate and concentrated in vacuo. The oily residue is stirred into diisopropyl eth...